This data is from the Open Reaction Database (ORD), a public repository of structured organic reaction records. The task is: describe an organic reaction: reactants, conditions, products, and yield Reactants: C(C1=CC=C(C(=O)[O-])C=C1)(=O)[O-] (terephthalate), C(C)(C)(C)C1=C(C(=C(CCl)C(=C1)C)C)O (4-tert.-butyl-3-hydroxy-2,6-dimethylbenzyl chloride), product. The solvent is CN(C=O)C (dimethylformamide). Product: C(C1=CC=C(C(=O)OCC2=C(C(=C(C=C2C)C(C)(C)C)O)C)C=C1)(=O)OCC1=C(C(=C(C=C1C)C(C)(C)C)O)C (Bis(4-tert.-butyl-3-hydroxy-2,6-dimethylbenzyl) terephthalate). As a reaction SMILES: [C:1]([O-:12])(=[O:11])[C:2]1[CH:10]=[CH:9][C:5]([C:6]([O-:8])=[O:7])=[CH:4][CH:3]=1.[C:13]([C:17]1[CH:24]=[C:23]([CH3:25])[C:20]([CH2:21]Cl)=[C:19]([CH3:26])[C:18]=1[OH:27])([CH3:16])([CH3:15])[CH3:14]>CN(C)C=O>[C:1]([O:12][CH2:21][C:20]1[C:23]([CH3:25])=[CH:24][C:17]([C:13]([CH3:14])([CH3:15])[CH3:16])=[C:18]([OH:27])[C:19]=1[CH3:26])(=[O:11])[C:2]1[CH:10]=[CH:9][C:5]([C:6]([O:8][CH2:21][C:20]2[C:23]([CH3:25])=[CH:24][C:17]([C:13]([CH3:16])([CH3:15])[CH3:14])=[C:18]([OH:27])[C:19]=2[CH3:26])=[O:7])=[CH:4][CH:3]=1. Reported procedure: A mixture of disocium terephthalate, 16.5 g. (0.08 mole) and 4-tert.-butyl-3-hydroxy-2,6-dimethylbenzyl chloride, 35.7 g. (0.158 mole) in 200 ml. of dimethylformamide was heated at reflux for 18 hours. The salt was then filtered off, and the filtrate poured into 400 ml. of water. The resulting brown gum was dissolved in 50 ml. of methanol and reprecipitated by addition of water. This procedure was repeated to give 18.9 g. (44%) of product, m.p. 227°-230° C. Anal. calc'd. for C34H42O6 : C=74.67, ...